Dataset: the Open Reaction Database (ORD), a public repository of structured organic reaction records. Task: describe an organic reaction: reactants, conditions, products, and yield Reactants: COc1cc(C=C(CCO)C(=O)OC(C)(C)C)ccc1-n1cnc(C)c1, C1CCOC1, O=C1NC(=O)c2ccccc21, CC(C)OC(=O)N=NC(=O)OC(C)C, c1ccc(P(c2ccccc2)c2ccccc2)cc1. Yields the product COc1cc(C=C(CCN2C(=O)c3ccccc3C2=O)C(=O)OC(C)(C)C)ccc1-n1cnc(C)c1. As a reaction SMILES: [C:1]([CH3:2])([CH3:3])([CH3:4])[O:5][C:6]([C:7]([CH2:8][CH2:9][OH:10])=[CH:11][c:12]1[cH:13][c:14]([O:24][CH3:25])[c:15](-[n:18]2[cH:19][n:20][c:21]([CH3:23])[cH:22]2)[cH:16][cH:17]1)=[O:26].[CH2:71]1[O:72][CH2:73][CH2:74][CH2:75]1.[O:46]=[C:47]1[NH:48][C:49](=[O:50])[c:51]2[cH:52][cH:53][cH:54][cH:55][c:56]21.[O:57]=[C:58]([O:59][CH:60]([CH3:61])[CH3:62])[N:63]=[N:64][C:65]([O:66][CH:67]([CH3:68])[CH3:69])=[O:70].[c:27]1([P:28]([c:29]2[cH:30][cH:31][cH:32][cH:33][cH:34]2)[c:35]2[cH:36][cH:37][cH:38][cH:39][cH:40]2)[cH:41][cH:42][cH:43][cH:44][cH:45]1>>[C:1]([CH3:2])([CH3:3])([CH3:4])[O:5][C:6]([C:7]([CH2:8][CH2:9][N:48]1[C:47](=[O:46])[c:56]2[c:51]([cH:52][cH:53][cH:54][cH:55]2)[C:49]1=[O:50])=[CH:11][c:12]1[cH:13][c:14]([O:24][CH3:25])[c:15](-[n:18]2[cH:19][n:20][c:21]([CH3:23])[cH:22]2)[cH:16][cH:17]1)=[O:26]. Yield: 67.8%. The product is ClC1=C(C(=O)NC2CC2)C=C(C=C1)C=CCOC (2-Chloro-N-cyclopropyl-5-(3-methoxy-propenyl)-benzamide). Reaction SMILES: Br[C:2]1[CH:3]=[CH:4][C:5]([Cl:14])=[C:6]([CH:13]=1)[C:7]([NH:9][CH:10]1[CH2:12][CH2:11]1)=[O:8].[CH3:15][O:16][CH2:17]/[CH:18]=[CH:19]/B1OC(C)(C)C(C)(C)O1.C([O-])([O-])=O.[Na+].[Na+].Cl>CN(C=O)C.C(O)CC>[Cl:14][C:5]1[CH:4]=[CH:3][C:2]([CH:19]=[CH:18][CH2:17][O:16][CH3:15])=[CH:13][C:6]=1[C:7]([NH:9][CH:10]1[CH2:12][CH2:11]1)=[O:8] |f:2.3.4|. The reactants are C(=O)([O-])[O-].[Na+].[Na+] (Na2CO3), Cl (HCl), Pd(OAc)2(PPh3)3, BrC=1C=CC(=C(C(=O)NC2CC2)C1)Cl (5-Bromo-2-chloro-N-cyclopropyl-benzamide), COC/C=C/B1OC(C(O1)(C)C)(C)C ((E)-2-(3-Methoxypropenyl)4,4,5,5-tetramethyl-1,3,2-dioxaborolane). Procedure: 5-Bromo-2-chloro-N-cyclopropyl-benzamide (19.3 g, 70.5 mmol) was dissolved in a mixture of DMF (350 mL) and 1-propanol (210 mL). Pd(OAc)2(PPh3)3 (2.64 g, 3.53 mmol) was added. (E)-2-(3-Methoxypropenyl)4,4,5,5-tetramethyl-1,3,2-dioxaborolane (15 mL, 70.5 mmol) was added through a syringe, and aq. 2M Na2CO3 (123 mL) was added. The mixture was stirred at 80° C. for 2 h, and allowed to cool to rt. Aq. 10% HCl was added carefully until a pH of 2 was reached. The solvents were partially removed under ... Reaction conditions: temperature 80 celsius, time 2 hour. The solvent is CN(C)C=O (DMF), C(CC)O (1-propanol). Reactants: NC=1C=C(C=CC1N)CC(=O)OCC (ethyl 3,4-diaminophenylacetate), C=1(C(=CC=CC1)N=C=S)C (o-tolylisothiocyanate), C(C)(C)N=C=NC(C)C (diisopropylcarbodiimide). Solvent: C(C)O (ethanol). Yields the product C1(=C(C=CC=C1)NC=1NC2=C(N1)C=CC(=C2)CC(=O)OCC)C (Ethyl (2-o-tolylamino-3H-benzimidazol-5-yl)acetate). Reaction SMILES: [NH2:1][C:2]1[CH:3]=[C:4]([CH2:9][C:10]([O:12][CH2:13][CH3:14])=[O:11])[CH:5]=[CH:6][C:7]=1[NH2:8].[C:15]1([CH3:24])[C:16]([N:21]=[C:22]=S)=[CH:17][CH:18]=[CH:19][CH:20]=1.C(N=C=NC(C)C)(C)C>C(O)C>[C:15]1([CH3:24])[CH:20]=[CH:19][CH:18]=[CH:17][C:16]=1[NH:21][C:22]1[NH:1][C:2]2[CH:3]=[C:4]([CH2:9][C:10]([O:12][CH2:13][CH3:14])=[O:11])[CH:5]=[CH:6][C:7]=2[N:8]=1. Procedure: A mixture of ethyl 3,4-diaminophenylacetate (5.8 g, prepared according to the procedure of Mederski et al, Bioorg Med Chem Left, 1998, 8, pages 17-22) and o-tolylisothiocyanate (4.9 g) in ethanol (100 mL) was kept at room temperature overnight then treated with diisopropylcarbodiimide (7.6 g). The mixture was stirred at reflux for 5 hours then evaporated. The residue was subjected to flash chromatography on silica eluting with a mixture of 10% methanol and ether (1:9, v/v) to give the title comp... Reaction SMILES: [CH2:31]1[O:32][CH2:33][CH2:34][CH2:35]1.[CH3:4][S+:5]([CH3:6])([CH3:7])=[O:8].[CH3:9][S:10]([CH3:11])=[O:12].[Cl:13][c:14]1[cH:15][cH:16][c:17]([CH:18]=[C:19]2[C:20](=[O:28])[NH:21][c:22]3[cH:23][cH:24][cH:25][cH:26][c:27]32)[cH:29][cH:30]1.[H-:2].[I-:3].[Na+:1].[OH2:36]>>[CH2:9]1[CH:18]([c:17]2[cH:16][cH:15][c:14]([Cl:13])[cH:30][cH:29]2)[C:19]12[C:20](=[O:28])[NH:21][c:22]1[cH:23][cH:24][cH:25][cH:26][c:27]12. Reactants: C1CCOC1, C[S+](C)(C)=O, CS(C)=O, O=C1Nc2ccccc2C1=Cc1ccc(Cl)cc1, [H-], [I-], [Na+], O. Product: O=C1Nc2ccccc2C12CC2c1ccc(Cl)cc1. Starting materials: BrC=1C(N(N(C1CCC1=CC=C(C=C1)F)C)C1=CC=C(C=C1)F)=O (4-bromo-2-(4-fluoro-phenyl)-5-[2-(4-fluoro-phenyl)-ethyl]-1-methyl-1,2-dihydro-pyrazol-3-one), C1(CC1)B(O)O (cyclopropylboronic acid), P(=O)([O-])([O-])[O-].[K+].[K+].[K+] (potassium phosphate), C1(CCCCC1)P(C1CCCCC1)C1CCCCC1 (tricyclohexyl phosphine). The reagents and catalysts are C(C)(=O)[O-].[Pd+2].C(C)(=O)[O-] (palladium acetate). Solvent: O.CCOC(=O)C (water EtOAc), C1(=CC=CC=C1)C (toluene). Run at temperature 100 celsius, time 20 hour. The product is C1(CC1)C=1C(N(N(C1CCC1=CC=C(C=C1)F)C)C1=CC=C(C=C1)F)=O (4-cyclopropyl-2-(4-fluoro-phenyl)-5-[2-(4-fluoro-phenyl)-ethyl]-1-methyl-1,2-dihydro-pyrazol-3-one). Yield: 19.6%. As a reaction SMILES: Br[C:2]1[C:3](=[O:24])[N:4]([C:17]2[CH:22]=[CH:21][C:20]([F:23])=[CH:19][CH:18]=2)[N:5]([CH3:16])[C:6]=1[CH2:7][CH2:8][C:9]1[CH:14]=[CH:13][C:12]([F:15])=[CH:11][CH:10]=1.[CH:25]1(B(O)O)[CH2:27][CH2:26]1.P([O-])([O-])([O-])=O.[K+].[K+].[K+].C1(P(C2CCCCC2)C2CCCCC2)CCCCC1>O.CCOC(C)=O.C([O-])(=O)C.[Pd+2].C([O-])(=O)C.C1(C)C=CC=CC=1>[CH:25]1([C:2]2[C:3](=[O:24])[N:4]([C:17]3[CH:22]=[CH:21][C:20]([F:23])=[CH:19][CH:18]=3)[N:5]([CH3:16])[C:6]=2[CH2:7][CH2:8][C:9]2[CH:14]=[CH:13][C:12]([F:15])=[CH:11][CH:10]=2)[CH2:27][CH2:26]1 |f:2.3.4.5,7.8,9.10.11|. Procedure details: Into a sealable tube under argon was added 4-bromo-2-(4-fluoro-phenyl)-5-[2-(4-fluoro-phenyl)-ethyl]-1-methyl-1,2-dihydro-pyrazol-3-one (0.312 g), cyclopropylboronic acid (0.139 g), potassium phosphate (0.924 g), tricyclohexyl phosphine (0.034 g) and toluene (3.0 mL). To this was added palladium acetate (0.013 g) and the tube was sealed and stirred at 100° C. for 20 hours. The reaction vessel was then cooled and the diluted with water/EtOAc. The phases were separated and the aqueous phase was ex... Reactants: BrCCCCCCCCOc1ccccc1, C=CC(N)=O, CN(C)C=O, [K+], [OH-], c1ccc2c(c1)Nc1ccccc1S2, c1ccccc1. Yields the product C=CC(=O)NCCCCCCCCOc1ccccc1. RXN SMILES: [Br:6][CH2:7][CH2:8][CH2:9][CH2:10][CH2:11][CH2:12][CH2:13][CH2:14][O:15][c:16]1[cH:17][cH:18][cH:19][cH:20][cH:21]1.[C:1]([CH:2]=[CH2:3])(=[O:4])[NH2:5].[CH3:44][N:45]([CH3:46])[CH:47]=[O:48].[K+:23].[OH-:22].[cH:24]1[c:25]2[c:34]([cH:35][cH:36][cH:37]1)[S:33][c:28]1[c:27]([cH:32][cH:31][cH:30][cH:29]1)[NH:26]2.[cH:38]1[cH:39][cH:40][cH:41][cH:42][cH:43]1>>[C:1]([CH:2]=[CH2:3])(=[O:4])[NH:5][CH2:7][CH2:8][CH2:9][CH2:10][CH2:11][CH2:12][CH2:13][CH2:14][O:15][c:16]1[cH:17][cH:18][cH:19][cH:20][cH:21]1. Starting materials: FC1=C(C=CC(=C1)N1N=CC=C1)N1N=C(C(C2=C1C=CO2)=O)C2=CC=NN2C2=CC=CC=C2 (1-[2-fluoro-4-(1H-pyrazol-1-yl)phenyl]-3-(1-phenyl-1H-pyrazol-5-yl)furo[3,2-c]pyridazin-4(1H)-one). Reagents/catalysts: [Pd] (palladium on carbon). Run in C(C)O.C1CCOC1 (ethanol THF). Reaction conditions: temperature 50 celsius, time 12 hour. Yields the product FC1=C(C=CC(=C1)N1N=CC=C1)N1N=C(C(C2=C1CCO2)=O)C2=CC=NN2C2=CC=CC=C2 (1-[2-fluoro-4-(1H-pyrazol-1-yl)phenyl]-3-(1-phenyl-1H-pyrazol-5-yl)-6,7-dihydrofuro[3,2-c]pyridazin-4(1H)-one). Yield: 73.7%. As a reaction SMILES: [F:1][C:2]1[CH:7]=[C:6]([N:8]2[CH:12]=[CH:11][CH:10]=[N:9]2)[CH:5]=[CH:4][C:3]=1[N:13]1[C:18]2[CH:19]=[CH:20][O:21][C:17]=2[C:16](=[O:22])[C:15]([C:23]2[N:27]([C:28]3[CH:33]=[CH:32][CH:31]=[CH:30][CH:29]=3)[N:26]=[CH:25][CH:24]=2)=[N:14]1>[Pd].C(O)C.C1COCC1>[F:1][C:2]1[CH:7]=[C:6]([N:8]2[CH:12]=[CH:11][CH:10]=[N:9]2)[CH:5]=[CH:4][C:3]=1[N:13]1[C:18]2[CH2:19][CH2:20][O:21][C:17]=2[C:16](=[O:22])[C:15]([C:23]2[N:27]([C:28]3[CH:33]=[CH:32][CH:31]=[CH:30][CH:29]=3)[N:26]=[CH:25][CH:24]=2)=[N:14]1 |f:2.3|. Procedure details: A suspension of 1-[2-fluoro-4-(1H-pyrazol-1-yl)phenyl]-3-(1-phenyl-1H-pyrazol-5-yl)furo[3,2-c]pyridazin-4(1H)-one (100 mg) and 10% palladium on carbon (100 mg) in ethanol/THF (3/1, 40 mL) was stirred at 50° C. for 12 hr under a hydrogen atmosphere. Palladium on carbon was removed by filtration, and the filtrate was concentrated under reduced pressure. The residue was purified by silica gel column chromatography (ethyl acetate/methanol) and crystallized from hexane/ethyl acetate to give the title...